Dataset: the Open Reaction Database (ORD), a public repository of structured organic reaction records. Task: describe an organic reaction: reactants, conditions, products, and yield Reactants: S1C(SCCC1)C1=C(CO)C=C(C=C1)[N+](=O)[O-] (2-[1,3-Dithian-2-yl]-5-nitrobenzyl alcohol), [Cr](=O)(=O)([O-])Cl.[NH+]1=CC=CC=C1 (pyridinium chlorochromate), C(C)OCC (Diethyl ether), [Cr](=O)(=O)([O-])Cl.[NH+]1=CC=CC=C1 (pyridinium chlorochromate). Run in C(Cl)Cl (methylene chloride). Run at time 1 hour. Yields the product S1C(SCCC1)C1=C(C=O)C=C(C=C1)[N+](=O)[O-] (2-[1,3-Dithian-2-yl]-5-nitrobenzaldehyde). RXN SMILES: [S:1]1[CH2:6][CH2:5][CH2:4][S:3][CH:2]1[C:7]1[CH:14]=[CH:13][C:12]([N+:15]([O-:17])=[O:16])=[CH:11][C:8]=1[CH2:9][OH:10].[Cr](Cl)([O-])(=O)=O.[NH+]1C=CC=CC=1.C(OCC)C>C(Cl)Cl>[S:1]1[CH2:6][CH2:5][CH2:4][S:3][CH:2]1[C:7]1[CH:14]=[CH:13][C:12]([N+:15]([O-:17])=[O:16])=[CH:11][C:8]=1[CH:9]=[O:10] |f:1.2|. Procedure details: To a solution of 3.47 g (12.8 mmol) of the Compound 3c in methylene chloride (100 mL) was added pyridinium chlorochromate (4.15 g, 19.2 mmol). The mixture was stirred for one hour, an additional pyridinium chlorochromate (2.0 g) was added, and the mixture was stirred 15 hours. Diethyl ether (200 mL) was added to the reaction mixture, and the solvent was decanted and evaporated. The residue was purified by chromatography (silica gel, chloroform) to afford the Compound 3d as light yellow crystals;... Starting materials: [Si](C)(C)(C(C)(C)C)OCC1=CC=C(C=C1)CC(C#N)C1=CC=CC=C1 (3-[4-(tert-butyldimethylsilyloxymethyl)phenyl]-2-phenylpropanonitrile), CC(=O)C (acetone), C(Br)(Br)(Br)Br (carbon tetrabromide), C1(=CC=CC=C1)P(C1=CC=CC=C1)C1=CC=CC=C1 (triphenylphosphine). Run in C(C)#N (acetonitrile). Conditions: temperature 0 celsius, time 30 minute. The product is BrCC1=CC=C(C=C1)CC(C#N)C1=CC=CC=C1 (3-[4-(bromomethyl)phenyl]2-phenylpropanonitrile). Yield: 44.9%. As a reaction SMILES: [Si](O[CH2:9][C:10]1[CH:15]=[CH:14][C:13]([CH2:16][CH:17]([C:20]2[CH:25]=[CH:24][CH:23]=[CH:22][CH:21]=2)[C:18]#[N:19])=[CH:12][CH:11]=1)(C(C)(C)C)(C)C.C(Br)(Br)(Br)[Br:27].C1(P(C2C=CC=CC=2)C2C=CC=CC=2)C=CC=CC=1.CC(C)=O>C(#N)C>[Br:27][CH2:9][C:10]1[CH:15]=[CH:14][C:13]([CH2:16][CH:17]([C:20]2[CH:25]=[CH:24][CH:23]=[CH:22][CH:21]=2)[C:18]#[N:19])=[CH:12][CH:11]=1. Procedure: To a cooled (0° C.) solution of 1.5 g (4.27 mmol) of the product of Step C dissolved in 20 mL of acetonitrile, was added 2.12 g (6.4 mmol) of carbon tetrabromide, and 1.68 g (6.40 mmol) of triphenylphosphine. The reaction mixture was stirred 30 minutes at 0° C., then allowed to warm to room temperature and 0.5 mL (6.4 mmol) of acetone was added. The reaction mixture was stirred an additional 16 hours at room temperature, then filtered and evaporated in vacuo. The residue was purified on a silica... Starting materials: C(=O)(OC(C)(C)C)N(C(=O)OC(C)(C)C)C1=C(C=C(C=C1F)Br)F (N,N-di-Boc-4-bromo-2,6-difluoro-phenylamine), COC=1C=CC=C(C1C=2C=CC=CC2P(C3CCCCC3)C4CCCCC4)OC (S-Phos), C(C)(C)(C)O[K] (tert-butoxy potassium), C(C)N1CCNCC1 (1-ethyl-piperazine). The reagents and catalysts are C(C)(=O)[O-].[Pd+2].C(C)(=O)[O-] (palladium acetate). Solvent: C1(=CC=CC=C1)C (toluene), O (water). Run at temperature 60 celsius, time 14 hour. Product: C(=O)(OC(C)(C)C)NC1=C(C=C(C=C1F)N1CCN(CC1)CC)F (N-Boc-4-(4-ethyl-piperazin-1-yl)-2,6-difluoro-phenylamine). Reaction SMILES: C([N:8]([C:16]1[C:21]([F:22])=[CH:20][C:19](Br)=[CH:18][C:17]=1[F:24])[C:9]([O:11][C:12]([CH3:15])([CH3:14])[CH3:13])=[O:10])(OC(C)(C)C)=O.COC1C=CC=C(OC)C=1C1C=CC=CC=1P(C1CCCCC1)C1CCCCC1.C(O[K])(C)(C)C.[CH2:60]([N:62]1[CH2:67][CH2:66][NH:65][CH2:64][CH2:63]1)[CH3:61]>C1(C)C=CC=CC=1.C([O-])(=O)C.[Pd+2].C([O-])(=O)C.O>[C:9]([NH:8][C:16]1[C:17]([F:24])=[CH:18][C:19]([N:65]2[CH2:66][CH2:67][N:62]([CH2:60][CH3:61])[CH2:63][CH2:64]2)=[CH:20][C:21]=1[F:22])([O:11][C:12]([CH3:13])([CH3:14])[CH3:15])=[O:10] |f:5.6.7|. Procedure: To a solution of N,N-di-Boc-4-bromo-2,6-difluoro-phenylamine (9.0 g, 22.0 mmol) obtained in Step A, palladium acetate (49 mg, 0.218 mmol), S-Phos (181 mg, 0.441 mmol), and tert-butoxy potassium (4.45 g, 39.7 mmol) in toluene (100 ml), 1-ethyl-piperazine (4.20 ml, 33.1 mmol) was added, followed by stirring at 60° C. for 14 hours. After cooling to room temperature, 100 ml of water was added, followed by extraction with ethyl acetate (100 ml×2). The organic layer was dried over sodium sulfate, and ... The reactants are O=C([O-])[O-], COC(=O)c1ccc(NC(=O)OC(C)(C)C)c(N(C)S(=O)(=O)c2ccccc2[N+](=O)[O-])c1, CN(C)C=O, CCOC(C)=O, [K+], [K+], O, Sc1ccccc1. Product: CNc1cc(C(=O)OC)ccc1NC(=O)OC(C)(C)C. Reaction SMILES: [C:33](=[O:34])([O-:35])[O-:36].[CH3:1][O:2][C:3]([c:4]1[cH:5][c:6]([N:18]([S:19]([c:20]2[cH:21][cH:22][cH:23][cH:24][c:25]2[N+:26]([O-:27])=[O:28])(=[O:29])=[O:30])[CH3:31])[c:7]([NH:10][C:11](=[O:12])[O:13][C:14]([CH3:15])([CH3:16])[CH3:17])[cH:8][cH:9]1)=[O:32].[CH3:47][N:48]([CH3:49])[CH:50]=[O:51].[CH3:52][CH2:53][O:54][C:55](=[O:56])[CH3:57].[K+:37].[K+:38].[OH2:46].[SH:39][c:40]1[cH:41][cH:42][cH:43][cH:44][cH:45]1>>[CH3:1][O:2][C:3]([c:4]1[cH:5][c:6]([NH:18][CH3:31])[c:7]([NH:10][C:11](=[O:12])[O:13][C:14]([CH3:15])([CH3:16])[CH3:17])[cH:8][cH:9]1)=[O:32]. Product: COC(=O)C1(NC(=O)c2ccc3ccccc3c2O)CCSCC1. As a reaction SMILES: [CH2:26]([N:27]=[C:28]=[N:29][CH2:30][CH2:31][CH2:32][N:33]([CH3:34])[CH3:35])[CH3:36].[CH3:47][O:48][C:49](=[O:50])[C:51]1([NH2:57])[CH2:52][CH2:53][S:54][CH2:55][CH2:56]1.[CH:37]([N:38]([CH2:39][CH3:40])[CH:41]([CH3:42])[CH3:43])([CH3:44])[CH3:45].[ClH:25].[ClH:46].[ClH:58].[O:60]=[CH:61][N:62]([CH3:63])[CH3:64].[OH2:59].[OH:15][n:16]1[c:17]2[cH:18][cH:19][cH:20][cH:21][c:22]2[n:23][n:24]1.[OH:1][C:2](=[O:3])[c:4]1[cH:5][cH:6][c:7]2[cH:8][cH:9][cH:10][cH:11][c:12]2[c:13]1[OH:14]>>[C:2](=[O:3])([c:4]1[cH:5][cH:6][c:7]2[cH:8][cH:9][cH:10][cH:11][c:12]2[c:13]1[OH:14])[NH:57][C:51]1([C:49]([O:48][CH3:47])=[O:50])[CH2:52][CH2:53][S:54][CH2:55][CH2:56]1. Reactants: CCN=C=NCCCN(C)C, COC(=O)C1(N)CCSCC1, CCN(C(C)C)C(C)C, Cl, Cl, Cl, CN(C)C=O, O, On1nnc2ccccc21, O=C(O)c1ccc2ccccc2c1O. The reactants are CNC(=O)NC=1SC(=C(N1)C)C1=CC=NC=C1 (1-methyl-3-(4-methyl-5-pyridin-4-yl-thiazol-2-yl)-urea), C(C)C1=CN=C(O1)CCN (2-(5-ethyl-oxazol-2-yl)-ethylamine), CC=1N=C(SC1C1=NC(=NC=C1)N1CCOCC1)NC(=O)N1C=NC=C1 (imidazole-1-carboxylic acid [4-methyl-5-(2-morpholin-4-yl-pyrimidin-4-yl)-thiazol-2-yl]-amide), C(C)C1=CN=C(O1)CCN (2-(5-ethyl-oxazol-2-yl)-ethylamine). Product: C(C)C1=CN=C(O1)CCNC(=O)NC=1SC(=C(N1)C)C1=NC(=NC=C1)N1CCOCC1 (1-[2-(5-Ethyl-oxazol-2-yl)-ethyl]-3-[4-methyl-5-(2-morpholin-4-yl-pyrimidin-4-yl)-thiazol-2-yl]-urea). RXN SMILES: CNC(NC1SC(C2C=CN=CC=2)=C(C)N=1)=O.[CH3:18][C:19]1[N:20]=[C:21]([NH:36][C:37]([N:39]2[CH:43]=CN=C2)=[O:38])[S:22][C:23]=1[C:24]1[CH:29]=[CH:28][N:27]=[C:26]([N:30]2[CH2:35][CH2:34][O:33][CH2:32][CH2:31]2)[N:25]=1.[CH2:44]([C:46]1[O:50][C:49]([CH2:51]CN)=[N:48][CH:47]=1)[CH3:45]>>[CH2:44]([C:46]1[O:50][C:49]([CH2:51][CH2:43][NH:39][C:37]([NH:36][C:21]2[S:22][C:23]([C:24]3[CH:29]=[CH:28][N:27]=[C:26]([N:30]4[CH2:31][CH2:32][O:33][CH2:34][CH2:35]4)[N:25]=3)=[C:19]([CH3:18])[N:20]=2)=[O:38])=[N:48][CH:47]=1)[CH3:45]. Reported procedure: The titled compound is prepared by an analogous procedure to 1-methyl-3-(4-methyl-5-pyridin-4-yl-thiazol-2-yl)-urea (example 18b) by replacing imidazole-1-carboxylic acid (4-methyl-5-pyridin-4-yl-thiazol-2-yl)-amide (example 18a) with imidazole-1-carboxylic acid [4-methyl-5-(2-morpholin-4-yl-pyrimidin-4-yl)-thiazol-2-yl]-amide (26a) and by replacing methylamine with 2-(5-ethyl-oxazol-2-yl)-ethylamine. The preparation of 2-(5-ethyl-oxazol-2-yl)-ethylamine is described in example 20d steps 1-4.